This data is from the Open Reaction Database (ORD), a public repository of structured organic reaction records. The task is: describe an organic reaction: reactants, conditions, products, and yield Reactants: C(=O)([O-])[O-].[Na+].[Na+] (Na2CO3), [N-]=[N+]=[N-].[Na+] (Sodium azide), COC(=O)C=1C=C(C=C(C1)C(NCC)=O)C1=CC=C(C=C1)C (5-ethylcarbamoyl-4′-methyl-biphenyl-3-carboxylic acid methyl ester), [Si](Cl)(Cl)(Cl)Cl (SiCl4). The solvent is C(C)#N (acetonitrile). Reaction conditions: time 24 hour. Product: COC(=O)C=1C=C(C=C(C1)C1=NN=NN1CC)C1=CC=C(C=C1)C (5-(1-ethyl-1H-tetrazol-5-yl)-4′-methyl-biphenyl-3-carboxylic acid methyl ester). The yield is 88.6%. RXN SMILES: [N-:1]=[N+:2]=[N-:3].[Na+].[CH3:5][O:6][C:7]([C:9]1[CH:10]=[C:11]([C:20]2[CH:25]=[CH:24][C:23]([CH3:26])=[CH:22][CH:21]=2)[CH:12]=[C:13]([C:15](=O)[NH:16][CH2:17][CH3:18])[CH:14]=1)=[O:8].[Si](Cl)(Cl)(Cl)Cl.C([O-])([O-])=O.[Na+].[Na+]>C(#N)C>[CH3:5][O:6][C:7]([C:9]1[CH:10]=[C:11]([C:20]2[CH:21]=[CH:22][C:23]([CH3:26])=[CH:24][CH:25]=2)[CH:12]=[C:13]([C:15]2[N:16]([CH2:17][CH3:18])[N:3]=[N:2][N:1]=2)[CH:14]=1)=[O:8] |f:0.1,4.5.6|. Procedure: Sodium azide (145.8 mg, 16.2 mmol) was added into a solution of 5-ethylcarbamoyl-4′-methyl-biphenyl-3-carboxylic acid methyl ester (210 mg, 0.7 mmol) and SiCl4 (0.62 mL, 5.4 mmol) in dry acetonitrile (14 mL). After the reaction was stirred at room temperature for 24 hours, the reaction mixture was poured into cold saturated aqueous Na2CO3 solution. This mixture was extracted with ethyl acetate and dried with anhydrous Na2SO4. Solvent was removed under reduced pressure to afford 200 mgs of 5-(1-e... Starting materials: Cl, CCc1nc2c(cnn2CC)c(NC2CCN(C(=O)OC(C)(C)C)CC2)c1CN=[N+]=[N-], C1COCCO1. The product is Cl, CCc1nc2c(cnn2CC)c(NC2CCNCC2)c1CN=[N+]=[N-]. RXN SMILES: [ClH:32].[N:1](=[N+:2]=[N-:3])[CH2:4][c:5]1[c:6]([NH:18][CH:19]2[CH2:20][CH2:21][N:22]([C:25]([O:26][C:27]([CH3:28])([CH3:29])[CH3:30])=[O:31])[CH2:23][CH2:24]2)[c:7]2[c:8]([n:9][c:10]1[CH2:11][CH3:12])[n:13]([CH2:16][CH3:17])[n:14][cH:15]2.[O:33]1[CH2:34][CH2:35][O:36][CH2:37][CH2:38]1>>[ClH:32].[N:1](=[N+:2]=[N-:3])[CH2:4][c:5]1[c:6]([NH:18][CH:19]2[CH2:20][CH2:21][NH:22][CH2:23][CH2:24]2)[c:7]2[c:8]([n:9][c:10]1[CH2:11][CH3:12])[n:13]([CH2:16][CH3:17])[n:14][cH:15]2. Reactants: C=CC(F)(F)C(O)c1c(C)noc1-c1ccc(-c2ccc(C3(C(=O)OCC)CC3)cc2)cc1, Ic1ccccc1. Product: CCOC(=O)C1(c2ccc(-c3ccc(-c4onc(C)c4C(O)C(F)(F)C=Cc4ccccc4)cc3)cc2)CC1. RXN SMILES: [CH2:1]([CH3:2])[O:3][C:4](=[O:5])[C:6]1([c:9]2[cH:10][cH:11][c:12](-[c:15]3[cH:16][cH:17][c:18](-[c:21]4[c:22]([CH:27]([C:28]([CH:29]=[CH2:30])([F:31])[F:32])[OH:33])[c:23]([CH3:26])[n:24][o:25]4)[cH:19][cH:20]3)[cH:13][cH:14]2)[CH2:7][CH2:8]1.[I:34][c:35]1[cH:36][cH:37][cH:38][cH:39][cH:40]1>>[CH2:1]([CH3:2])[O:3][C:4](=[O:5])[C:6]1([c:9]2[cH:10][cH:11][c:12](-[c:15]3[cH:16][cH:17][c:18](-[c:21]4[c:22]([CH:27]([C:28]([CH:29]=[CH:30][c:35]5[cH:36][cH:37][cH:38][cH:39][cH:40]5)([F:31])[F:32])[OH:33])[c:23]([CH3:26])[n:24][o:25]4)[cH:19][cH:20]3)[cH:13][cH:14]2)[CH2:7][CH2:8]1. Reactants: C1OC2=C(O1)C(=C(C=C2)P(C3=CC=CC=C3)C4=CC=CC=C4)C5=C(C=CC6=C5OCO6)P(C7=CC=CC=C7)C8=CC=CC=C8 (SEGPHOS), C1OC2=C(O1)C(=C(C=C2)P(C3=CC=CC=C3)C4=CC=CC=C4)C5=C(C=CC6=C5OCO6)P(C7=CC=CC=C7)C8=CC=CC=C8 (SEGPHOS), 4,12-Bis(diphenylphosphino)-[2.2]-paracyclophane, C=1C=CC(=CC1)P(C=2C=CC=CC2)C3=CC=C4C=CC=CC4=C3C5=C6C=CC=CC6=CC=C5P(C=7C=CC=CC7)C=8C=CC=CC8 (BINAP), C1(=CC=CC=C1)P(C(C)CC(C)P(C1=CC=CC=C1)C1=CC=CC=C1)C1=CC=CC=C1 (2,4-Bis(diphenylphosphino)pentane), C1(=CC=CC=C1)P(C1CNCC1P(C1=CC=CC=C1)C1=CC=CC=C1)C1=CC=CC=C1 (3,4-bis(diphenylphosphino)-Pyrrolidine), CC(P(C1=CC=CC=C1)C2=CC=CC=C2)C(P(C3=CC=CC=C3)C4=CC=CC=C4)C (CHIRAPHOS), Cl MeO-BIPHEP, 1,2-Bis((2S,5S)-2,5-dimethylphospholano)benzene, C1(=CC=CC=C1)P(C1CC(NC1)CP(C1=CC=CC=C1)C1=CC=CC=C1)C1=CC=CC=C1 (4-(diphenylphosphino)-2-[(diphenylphosphino)methyl]-Pyrrolidine), C=1C=CC(=CC1)P(C=2C=CC=CC2)C3=CC=C4C=CC=CC4=C3C5=C6C=CC=CC6=CC=C5P(C=7C=CC=CC7)C=8C=CC=CC8 (BINAP), trans-RuCl2(NBD)(py)2, RuCl2(PPh3)3, C1(=CC=CC=C1)P(C1=CC=CC=C1)CC1OC(OC1CP(C1=CC=CC=C1)C1=CC=CC=C1)(C)C (4,5-Bis(diphenylphosphinomethyl)-2,2-dimethyl-1,3-dioxolane), CC(C)CCCCCOC(=O)C1=CC=CC=C1C(=O)OCCCCCC(C)C (DIOP), RuCl2(benzene), RuCl2(PPh3)3, Cl MeO-BIPHEP, CC(C)CCCCCOC(=O)C1=CC=CC=C1C(=O)OCCCCCC(C)C (DIOP), COC1=CC=CC=C1P(CCP(C2=CC=CC=C2)C3=CC=CC=C3OC)C4=CC=CC=C4 (DIPAMP), C1(=CC=CC=C1)P(C1=C(C2=CC=CC=C2C=C1)C1=C(C=CC2=CC=CC=C12)P(C1=CC=CC=C1)C1=CC=CC=C1)C1=CC=CC=C1 (2,2′-bis(diphenylphosphino)-1,1′-binaphthyl), COC1=CC=CC=C1P(CCP(C2=CC=CC=C2)C3=CC=CC=C3OC)C4=CC=CC=C4 (DIPAMP), COC1=C(C=CC=C1)P(CCP(C1=CC=CC=C1)C1=C(C=CC=C1)OC)C1=CC=CC=C1 (1,2-Bis[(2-methoxyphenyl)(phenyl)phosphino]ethane), C1CC2=C(C=C(CCC3=C(C=C1C=C3)P(C4=CC=CC=C4)C5=CC=CC=C5)C=C2)P(C6=CC=CC=C6)C7=CC=CC=C7 (PhanePHOS), C2, CC1CCC(C)P1C2=CC=CC=C2P3C(C)CCC3C (Me-DuPHOS), C1(=CC=CC=C1)P(C1=CC=CC=C1)C(C(C)P(C1=CC=CC=C1)C1=CC=CC=C1)C (Bis(diphenylphosphino)butane), ClC=1C=CC(=C(C1OC)C1=C(C=CC(=C1OC)Cl)P(C1=CC=CC=C1)C1=CC=CC=C1)P(C1=CC=CC=C1)C1=CC=CC=C1 (5,5′-Dichloro-6,6′-dimethoxy-2,2′-bis(diphenylphosphino)-1,1′-biphenyl), C1(=CC=CC=C1)P(C1=C(C2=C(OCO2)C=C1)C1=C(C=CC=2OCOC21)P(C2=CC=CC=C2)C2=CC=CC=C2)C2=CC=CC=C2 (5,5′-Bis(diphenylphosphino)-4,4′-bi-1,3-benzodioxole), C1CC2=C(C=C(CCC3=C(C=C1C=C3)P(C4=CC=CC=C4)C5=CC=CC=C5)C=C2)P(C6=CC=CC=C6)C7=CC=CC=C7 (PhanePHOS), C1, CC(P(C1=CC=CC=C1)C2=CC=CC=C2)C(P(C3=CC=CC=C3)C4=CC=CC=C4)C (CHIRAPHOS). Yields the product RuCl3, C1=CC=C(C=C1)P(C2=CC=CC=C2)C3=CC=CC=C3 (PPh3). RXN SMILES: CC(CCCCCOC([C:12]1[C:17](C(OCCCCCC(C)C)=O)=[CH:16][CH:15]=[CH:14][CH:13]=1)=O)C.[CH:29]1[CH:30]=[CH:31][C:32]([P:35](C2C(C3C(P(C4C=CC=CC=4)C4C=CC=CC=4)=CC=C4C=3C=CC=C4)=C3C(C=CC=C3)=CC=2)[C:36]2[CH:37]=[CH:38][CH:39]=[CH:40][CH:41]=2)=[CH:33][CH:34]=1.C1OC2C(C3C4OCOC=4C=CC=3P(C3C=CC=CC=3)C3C=CC=CC=3)=C(P(C3C=CC=CC=3)C3C=CC=CC=3)C=CC=2O1.C1C2C=CC(=C(P(C3C=CC=CC=3)C3C=CC=CC=3)C=2)CCC2C=CC(=C(P(C3C=CC=CC=3)C3C=CC=CC=3)C=2)C1.COC1C(P(C2C=CC=CC=2)CCP(C2C(OC)=CC=CC=2)C2C=CC=CC=2)=CC=CC=1.CC(C(C)P(C1C=CC=CC=1)C1C=CC=CC=1)P(C1C=CC=CC=1)C1C=CC=CC=1.C1(P(CC2C(CP(C3C=CC=CC=3)C3C=CC=CC=3)OC(C)(C)O2)C2C=CC=CC=2)C=CC=CC=1.ClC1C=CC(P(C2C=CC=CC=2)C2C=CC=CC=2)=C(C2C(OC)=C(Cl)C=CC=2P(C2C=CC=CC=2)C2C=CC=CC=2)C=1OC.CC1P(C2C(P3C(C)CCC3C)=CC=CC=2)C(C)CC1.C1(P(C2C=CC=CC=2)C(CC(P(C2C=CC=CC=2)C2C=CC=CC=2)C)C)C=CC=CC=1.C1(P(C2C=CC=CC=2)C2C(P(C3C=CC=CC=3)C3C=CC=CC=3)CNC2)C=CC=CC=1.C1(P(C2C=CC=CC=2)C2CNC(CP(C3C=CC=CC=3)C3C=CC=CC=3)C2)C=CC=CC=1>>[CH:39]1[CH:38]=[CH:37][C:36]([P:35]([C:12]2[CH:13]=[CH:14][CH:15]=[CH:16][CH:17]=2)[C:32]2[CH:33]=[CH:34][CH:29]=[CH:30][CH:31]=2)=[CH:41][CH:40]=1. Reported procedure: Synthesis of Complexes using C2 symmetric bis-P ligands (DIOP, BINAP, Cl-MeO-BIPHEP, SEGPHOS, PhanePHOS, DIPAMP, DuPHOS, BDPP, CHIRAPHOS, PPM, PYRPHOS) uses the compound [RuCl2(benzene)], RuCl2(PPh3)3 and trans-RuCl2(NBD)(py)2 as the starting material, while the complexes were prepared in accordance with the procedure published in the literature (Noyori, R.; Takeshi, O.; Hirohito, O. Shohei, H.; Takao, I. J. Am. Chem. Soc. 1995, 117, 2675; Akotsi, O. M.; Meters, K.; Reid, R. D.; McDonald, R.; Be...